From a dataset of the Open Reaction Database (ORD), a public repository of structured organic reaction records. describe an organic reaction: reactants, conditions, products, and yield Starting materials: CCOC(C)=O, CO, COC(=O)CCc1cc(C(c2cc(F)ccc2F)S(=O)(=O)c2ccc(Cl)cc2)c(Cl)cn1, Cl, [Na+], C1CCOC1, [OH-]. Product: O=C(O)CCc1cc(C(c2cc(F)ccc2F)S(=O)(=O)c2ccc(Cl)cc2)c(Cl)cn1. As a reaction SMILES: [CH3:36][CH2:37][O:38][C:39](=[O:40])[CH3:41].[CH3:42][OH:43].[Cl:1][c:2]1[c:3]([CH:14]([c:15]2[c:16]([F:22])[cH:17][cH:18][c:19]([F:21])[cH:20]2)[S:23](=[O:24])(=[O:25])[c:26]2[cH:27][cH:28][c:29]([Cl:32])[cH:30][cH:31]2)[cH:4][c:5]([CH2:8][CH2:9][C:10](=[O:11])[O:12][CH3:13])[n:6][cH:7]1.[ClH:35].[Na+:34].[O:44]1[CH2:45][CH2:46][CH2:47][CH2:48]1.[OH-:33]>>[Cl:1][c:2]1[c:3]([CH:14]([c:15]2[c:16]([F:22])[cH:17][cH:18][c:19]([F:21])[cH:20]2)[S:23](=[O:24])(=[O:25])[c:26]2[cH:27][cH:28][c:29]([Cl:32])[cH:30][cH:31]2)[cH:4][c:5]([CH2:8][CH2:9][C:10](=[O:11])[OH:12])[n:6][cH:7]1.